This data is from the Open Reaction Database (ORD), a public repository of structured organic reaction records. The task is: describe an organic reaction: reactants, conditions, products, and yield Starting materials: CO, [H][H], O=[N+]([O-])CC(O)c1ccccc1. The product is NCC(O)c1ccccc1. As a reaction SMILES: [CH3:15][OH:16].[H:13][H:14].[N+:1]([O-:2])(=[O:3])[CH2:4][CH:5]([OH:6])[c:7]1[cH:8][cH:9][cH:10][cH:11][cH:12]1>>[NH2:1][CH2:4][CH:5]([OH:6])[c:7]1[cH:8][cH:9][cH:10][cH:11][cH:12]1. Reactants: crude material, solution, C(C)N (ethylamine), ClC1=CC=CC(=C1NCCCO)C (1-(6-Chloro-2-methyl-phenyl)amino-3-hydroxy-propane). Solvent: ClCCl (dichloromethane), O1CCCC1 (tetrahydrofuran). The product is ClC1=CC=CC(=C1NCCCNCC)C (N′-(6-Chloro-2-methyl-phenyl)-N-ethyl-propane-1,3-diamine). Isolated yield 54.3%. Reaction SMILES: [CH2:1]([NH2:3])[CH3:2].[Cl:4][C:5]1[C:10]([NH:11][CH2:12][CH2:13][CH2:14]O)=[C:9]([CH3:16])[CH:8]=[CH:7][CH:6]=1>O1CCCC1.ClCCl>[Cl:4][C:5]1[C:10]([NH:11][CH2:12][CH2:13][CH2:14][NH:3][CH2:1][CH3:2])=[C:9]([CH3:16])[CH:8]=[CH:7][CH:6]=1. Procedure: A mixture of a 2.0 M solution of ethylamine in tetrahydrofuran (139.5 mL) and the hydrobromide salt of Example 12, Step A (9.5 g) was stirred at ambient temperature under nitrogen for 48 hours. The tetrahydrofuran was removed in vacuo and the residue was partitioned between dichloromethane and 1N sodium hydroxide. The extracts were washed with brine, dried over sodium sulfate, and concentrated in vacuo to give a brown oil. The crude material was dissolved in dichloromethane and absorbed onto a c... The reactants are C(C1=CC=CC=C1)OC(=O)NCCCCC(C(=O)O)CP(=O)(O)C(C(C)C)NC(CCC1=CC=CC=C1)=O (6-benzyloxycarbonylamino-2-((2-methyl-1-(3-phenylpropanoylamino)propyl)hydroxyphosphinoyl)methylhexanoic acid). The reagents and catalysts are [OH-].[Pd+2].[OH-] (palladium hydroxide). The solvent is O1CCOCC1 (dioxane), O (water). Reaction conditions: time 4 hour. Product: NCCCCC(C(=O)O)CP(=O)(O)C(C(C)C)NC(CCC1=CC=CC=C1)=O (6-Amino-2-((2-methyl-1-(3-phenylpropanoylamino)propyl)hydroxyphosphinoyl)methylhexanoic acid). RXN SMILES: C(OC([NH:11][CH2:12][CH2:13][CH2:14][CH2:15][CH:16]([CH2:20][P:21]([CH:24]([NH:28][C:29](=[O:38])[CH2:30][CH2:31][C:32]1[CH:37]=[CH:36][CH:35]=[CH:34][CH:33]=1)[CH:25]([CH3:27])[CH3:26])([OH:23])=[O:22])[C:17]([OH:19])=[O:18])=O)C1C=CC=CC=1>O1CCOCC1.O.[OH-].[Pd+2].[OH-]>[NH2:11][CH2:12][CH2:13][CH2:14][CH2:15][CH:16]([CH2:20][P:21]([CH:24]([NH:28][C:29](=[O:38])[CH2:30][CH2:31][C:32]1[CH:33]=[CH:34][CH:35]=[CH:36][CH:37]=1)[CH:25]([CH3:26])[CH3:27])([OH:23])=[O:22])[C:17]([OH:19])=[O:18] |f:3.4.5|. Reported procedure: The crude 6-benzyloxycarbonylamino-2-((2-methyl-1-(3-phenylpropanoylamino)propyl)hydroxyphosphinoyl)methylhexanoic acid (181 mg) obtained in the above step (g) was dissolved in a mixed solvent of dioxane and water (1:1) (4 ml). The solution was added with palladium hydroxide (37 mg), and the mixture was stirred under a hydrogen atmosphere at room temperature for 4 hours. The reaction mixture was filtered with celite and the filtrate was concentrated. The residue was purified with HP-20 (Diaion, ...